The task is: describe an organic reaction: reactants, conditions, products, and yield. This data is from the Open Reaction Database (ORD), a public repository of structured organic reaction records. Reactants: CO, [K+], [K+], O=C([O-])[O-], O, COc1cc2nc(-c3cn(S(=O)(=O)c4ccccc4)c4ccccc34)cc(C(=O)O)c2cc1OC. The product is COc1cc2nc(-c3c[nH]c4ccccc34)cc(C(=O)O)c2cc1OC. RXN SMILES: [CH3:42][OH:43].[K+:36].[K+:37].[O-:38][C:39]([O-:40])=[O:41].[OH2:44].[c:1]1([S:2](=[O:3])(=[O:4])[n:10]2[cH:11][c:12](-[c:19]3[n:20][c:21]4[cH:22][c:23]([O:34][CH3:35])[c:24]([O:32][CH3:33])[cH:25][c:26]4[c:27]([C:29](=[O:30])[OH:31])[cH:28]3)[c:13]3[cH:14][cH:15][cH:16][cH:17][c:18]23)[cH:5][cH:6][cH:7][cH:8][cH:9]1>>[nH:10]1[cH:11][c:12](-[c:19]2[n:20][c:21]3[cH:22][c:23]([O:34][CH3:35])[c:24]([O:32][CH3:33])[cH:25][c:26]3[c:27]([C:29](=[O:30])[OH:31])[cH:28]2)[c:13]2[cH:14][cH:15][cH:16][cH:17][c:18]12. Run at time 1.5 hour. Procedure: A mixture of (2S,5R)-6-(benzyloxy)-2-(isoxazol-3-yl)-1,6-diazabicyclo[3.2.1]octan-7-one (196 mg, 0.656 mmol) and 10% Pd/C (80 mg) in THF (20 mL) was stirred at rt for 1.5 h under H2. The reaction mixture was then filtered and concentrated. The residue was washed with Et2O (3×) and dried under high vacuum to afford (2S,5R)-6-hydroxy-2-(isoxazol-3-yl)-1,6-diazabicyclo[3.2.1]octan-7-one (130 mg, 98%), which was in the next step directly. ESI-MS (EI+, m/z): 210 [M+H]+. As a reaction SMILES: C([O:8][N:9]1[C:15](=[O:16])[N:14]2[CH2:17][C@H:10]1[CH2:11][CH2:12][C@H:13]2[C:18]1[CH:22]=[CH:21][O:20][N:19]=1)C1C=CC=CC=1>C1COCC1.[Pd]>[OH:8][N:9]1[C:15](=[O:16])[N:14]2[CH2:17][C@H:10]1[CH2:11][CH2:12][C@H:13]2[C:18]1[CH:22]=[CH:21][O:20][N:19]=1. Starting materials: C(C1=CC=CC=C1)ON1[C@@H]2CC[C@H](N(C1=O)C2)C2=NOC=C2 ((2S,5R)-6-(benzyloxy)-2-(isoxazol-3-yl)-1,6-diazabicyclo[3.2.1]octan-7-one). The reagents and catalysts are [Pd] (Pd/C). The product is ON1[C@@H]2CC[C@H](N(C1=O)C2)C2=NOC=C2 ((2S,5R)-6-hydroxy-2-(isoxazol-3-yl)-1,6-diazabicyclo[3.2.1]octan-7-one). The solvent is C1CCOC1 (THF). Yield: 94.7%.